This data is from the Open Reaction Database (ORD), a public repository of structured organic reaction records. The task is: describe an organic reaction: reactants, conditions, products, and yield The reactants are C1CCNCC1, CC(=O)O, COC(=O)CC(=O)CCl, CCC=O, ClCCl. Product: CCC=C(C(=O)CCl)C(=O)OC. RXN SMILES: [CH2:18]1[CH2:19][CH2:20][NH:21][CH2:22][CH2:23]1.[CH3:14][C:15](=[O:16])[OH:17].[CH3:1][O:2][C:3]([CH2:4][C:5](=[O:6])[CH2:7][Cl:8])=[O:9].[CH:10]([CH2:11][CH3:12])=[O:13].[Cl:24][CH2:25][Cl:26]>>[CH3:1][O:2][C:3]([C:4]([C:5](=[O:6])[CH2:7][Cl:8])=[CH:10][CH2:11][CH3:12])=[O:9]. Starting materials: O=C1C2=C(CC3=C(C1)C=CC=C3)C=C(C=C2)CC(=O)O (10,11-dihydro-11-oxo-5H-dibenzo[a,d]cycloheptene-3-acetic acid), C(C)O (ethanol). Run in Cl (hydrogen chloride). Yields the product O=C1C2=C(CC3=C(C1)C=CC=C3)C=C(C=C2)CC(=O)OCC (ethyl 10,11-dihydro-11-oxo-5H-dibenzo[a,d]cycloheptene-3-acetate). As a reaction SMILES: [O:1]=[C:2]1[CH2:8][C:7]2[CH:9]=[CH:10][CH:11]=[CH:12][C:6]=2[CH2:5][C:4]2[CH:13]=[C:14]([CH2:17][C:18]([OH:20])=[O:19])[CH:15]=[CH:16][C:3]1=2.[CH2:21](O)[CH3:22]>Cl>[O:1]=[C:2]1[CH2:8][C:7]2[CH:9]=[CH:10][CH:11]=[CH:12][C:6]=2[CH2:5][C:4]2[CH:13]=[C:14]([CH2:17][C:18]([O:20][CH2:21][CH3:22])=[O:19])[CH:15]=[CH:16][C:3]1=2. Procedure: In 3 ml of a 12% ethanol solution of hydrogen chloride was dissolved 0.14 g of 10,11-dihydro-11-oxo-5H-dibenzo[a,d]cycloheptene-3-acetic acid obtained in Example 3. The solution was heated under reflux for 30 minutes with stirring. After the reaction, the reaction mixture was cooled, and the solvent was distilled off. Water was added to the residue, and the mixture was extracted with ether. The ethereal layer was washed with a saturated aqueous solution of sodium chloride, and dried over anhydro... Reactants: COc1ccc2c(O)c(-c3ccccc3)c(CC(C)C)cc2c1, O=Cc1ccc(F)cc1, [H-], [Na+], CN(C)C=O. Yields the product COc1ccc2c(Oc3ccc(C=O)cc3)c(-c3ccccc3)c(CC(C)C)cc2c1. Reaction SMILES: [CH3:1][O:2][c:3]1[cH:4][c:5]2[cH:6][c:7]([CH2:20][CH:21]([CH3:22])[CH3:23])[c:8](-[c:14]3[cH:15][cH:16][cH:17][cH:18][cH:19]3)[c:9]([OH:13])[c:10]2[cH:11][cH:12]1.[F:26][c:27]1[cH:28][cH:29][c:30]([CH:31]=[O:32])[cH:33][cH:34]1.[H-:25].[Na+:24].[O:35]=[CH:36][N:37]([CH3:38])[CH3:39]>>[CH3:1][O:2][c:3]1[cH:4][c:5]2[cH:6][c:7]([CH2:20][CH:21]([CH3:22])[CH3:23])[c:8](-[c:14]3[cH:15][cH:16][cH:17][cH:18][cH:19]3)[c:9]([O:13][c:27]3[cH:28][cH:29][c:30]([CH:31]=[O:32])[cH:33][cH:34]3)[c:10]2[cH:11][cH:12]1. Starting materials: COC([C@H](CC1=C(C=C(C=C1)OCC=1N=C(SC1)C1=CC=C(C=C1)Cl)OC)OCC)=O ((2S)-3-{4-[2-(4-chloro-phenyl)-thiazol-4-ylmethoxy]-2-methoxy-phenyl}-2-ethoxy-propionic acid methyl ester), [Li+].[OH-] (LiOH). The product is ClC1=CC=C(C=C1)C=1SC=C(N1)COC1=CC(=C(C=C1)C[C@@H](C(=O)O)OCC)OC ((2S)-3-{4-[2-(4-chloro-phenyl)-thiazol-4-ylmethoxy]-2-methoxy-phenyl}-2-ethoxy-propionic acid). Reaction SMILES: C[O:2][C:3](=[O:31])[C@@H:4]([O:28][CH2:29][CH3:30])[CH2:5][C:6]1[CH:11]=[CH:10][C:9]([O:12][CH2:13][C:14]2[N:15]=[C:16]([C:19]3[CH:24]=[CH:23][C:22]([Cl:25])=[CH:21][CH:20]=3)[S:17][CH:18]=2)=[CH:8][C:7]=1[O:26][CH3:27].[Li+].[OH-]>>[Cl:25][C:22]1[CH:23]=[CH:24][C:19]([C:16]2[S:17][CH:18]=[C:14]([CH2:13][O:12][C:9]3[CH:10]=[CH:11][C:6]([CH2:5][C@H:4]([O:28][CH2:29][CH3:30])[C:3]([OH:31])=[O:2])=[C:7]([O:26][CH3:27])[CH:8]=3)[N:15]=2)=[CH:20][CH:21]=1 |f:1.2|. Procedure details: In analogy to the procedure described in example 10 d], (2S)-3-{4-[2-(4-chloro-phenyl)-thiazol-4-ylmethoxy]-2-methoxy-phenyl}-2-ethoxy-propionic acid methyl ester was treated with LiOH to obtain (2S)-3-{4-[2-(4-chloro-phenyl)-thiazol-4-ylmethoxy]-2-methoxy-phenyl}-2-ethoxy-propionic acid as colorless solid. Reactants: CCn1cc(Br)ccc1=O, CC(c1ccc(B2OC(C)(C)C(C)(C)O2)cc1)N1CCC(CC(C)(C)O)(c2ccccc2)OC1=O. Product: CCn1cc(-c2ccc(C(C)N3CCC(CC(C)(C)O)(c4ccccc4)OC3=O)cc2)ccc1=O. RXN SMILES: [Br:36][c:37]1[cH:38][cH:39][c:40](=[O:45])[n:41]([CH2:43][CH3:44])[cH:42]1.[OH:1][C:2]([CH2:3][C:4]1([c:28]2[cH:29][cH:30][cH:31][cH:32][cH:33]2)[CH2:5][CH2:6][N:7]([CH:11]([CH3:12])[c:13]2[cH:14][cH:15][c:16]([B:19]3[O:20][C:21]([CH3:22])([CH3:23])[C:24]([CH3:25])([CH3:26])[O:27]3)[cH:17][cH:18]2)[C:8](=[O:10])[O:9]1)([CH3:34])[CH3:35]>>[OH:1][C:2]([CH2:3][C:4]1([c:28]2[cH:29][cH:30][cH:31][cH:32][cH:33]2)[CH2:5][CH2:6][N:7]([CH:11]([CH3:12])[c:13]2[cH:14][cH:15][c:16](-[c:37]3[cH:38][cH:39][c:40](=[O:45])[n:41]([CH2:43][CH3:44])[cH:42]3)[cH:17][cH:18]2)[C:8](=[O:10])[O:9]1)([CH3:34])[CH3:35]. Reactants: ClC1=CC(=CC(=N1)NC(=O)C1(CC1)C1=CC2=C(OC(O2)(F)F)C=C1)C (N-(6-Chloro-4-methylpyridin-2-yl)-1-(2,2-difluorobenzo[d][1,3]dioxol-5-yl)cyclopropanecarboxamide), COC1=NC=CC(=C1)B1OC(C(O1)(C)C)(C)C (2-Methoxy-4-(4,4,5,5-tetramethyl-1,3,2-dioxaborolan-2-yl)pyridine), C([O-])([O-])=O.[Na+].[Na+] (sodium carbonate). The reagents and catalysts are C=1C=CC(=CC1)[P](C=2C=CC=CC2)(C=3C=CC=CC3)[Pd]([P](C=4C=CC=CC4)(C=5C=CC=CC5)C=6C=CC=CC6)([P](C=7C=CC=CC7)(C=8C=CC=CC8)C=9C=CC=CC9)[P](C=1C=CC=CC1)(C=1C=CC=CC1)C=1C=CC=CC1 (tetrakis(triphenylphosphine)palladium(0)). Run in ClCCl (dichloromethane), COCCOC (1,2-dimethoxyethane). Conditions: temperature 80 celsius. Product: FC1(OC2=C(O1)C=CC(=C2)C2(CC2)C(=O)NC2=CC(=CC(=N2)C2=CC(=NC=C2)OC)C)F (1-(2,2-difluorobenzo[d][1,3]dioxol-5-yl)-N-(2′-methoxy-4-methyl-2,4′-bipyridin-6-yl)cyclopropanecarboxamide). The yield is 35.3%. RXN SMILES: Cl[C:2]1[N:7]=[C:6]([NH:8][C:9]([C:11]2([C:14]3[CH:24]=[CH:23][C:17]4[O:18][C:19]([F:22])([F:21])[O:20][C:16]=4[CH:15]=3)[CH2:13][CH2:12]2)=[O:10])[CH:5]=[C:4]([CH3:25])[CH:3]=1.[CH3:26][O:27][C:28]1[CH:33]=[C:32](B2OC(C)(C)C(C)(C)O2)[CH:31]=[CH:30][N:29]=1.C(=O)([O-])[O-].[Na+].[Na+]>COCCOC.ClCCl.C1C=CC([P]([Pd]([P](C2C=CC=CC=2)(C2C=CC=CC=2)C2C=CC=CC=2)([P](C2C=CC=CC=2)(C2C=CC=CC=2)C2C=CC=CC=2)[P](C2C=CC=CC=2)(C2C=CC=CC=2)C2C=CC=CC=2)(C2C=CC=CC=2)C2C=CC=CC=2)=CC=1>[F:21][C:19]1([F:22])[O:18][C:17]2[CH:23]=[CH:24][C:14]([C:11]3([C:9]([NH:8][C:6]4[N:7]=[C:2]([C:32]5[CH:31]=[CH:30][N:29]=[C:28]([O:27][CH3:26])[CH:33]=5)[CH:3]=[C:4]([CH3:25])[CH:5]=4)=[O:10])[CH2:13][CH2:12]3)=[CH:15][C:16]=2[O:20]1 |f:2.3.4,^1:61,63,82,101|. Procedure details: N-(6-Chloro-4-methylpyridin-2-yl)-1-(2,2-difluorobenzo[d][1,3]dioxol-5-yl)cyclopropanecarboxamide (73 mg, 0.20 mmol) was dissolved in 2 mL of 1,2-dimethoxyethane in a reaction tube. 2-Methoxy-4-(4,4,5,5-tetramethyl-1,3,2-dioxaborolan-2-yl)pyridine (55 mg, 0.36 mmol), 0.3 mL of an aqueous 2 M sodium carbonate solution, and tetrakis(triphenylphosphine)palladium(0) (18 mg, 0.015 mmol) were added and the reaction mixture was heated at 80° C. overnight. The reaction mixture was diluted with dichlorom... Reactants: N1=CC(=CC=C1)CC(=O)O (3-Pyridylacetic acid), C(C(=O)Cl)(=O)Cl (oxalyl chloride). The reagents and catalysts are CN(C=O)C (dimethylformamide). Solvent: ClCCl (dichloromethane). Run at time 1 hour. Product: Cl.N1=CC(=CC=C1)CC(=O)Cl (3-pyridylacetyl chloride hydrochloride). RXN SMILES: [N:1]1[CH:6]=[CH:5][CH:4]=[C:3]([CH2:7][C:8]([OH:10])=O)[CH:2]=1.C(Cl)(=O)C([Cl:14])=O>ClCCl.CN(C)C=O>[ClH:14].[N:1]1[CH:6]=[CH:5][CH:4]=[C:3]([CH2:7][C:8]([Cl:14])=[O:10])[CH:2]=1 |f:4.5|. Reported procedure: 3-Pyridylacetic acid (41 mg, 0.3 mmol) was dissolved in dry dichloromethane (1 mL), the solution was added with dimethylformamide (1 drop), and oxalyl chloride (0.03 mL, 0.36 mmol), and the mixture was stirred at room temperature for 1 hour. The solvent was evaporated under reduced pressure to give 3-pyridylacetyl chloride hydrochloride. By using this compound and 5-(4-aminophenyl)-1H-naphtho[1,2-b][1,4]diazepine-2,4(3H,5H)-dione (63 mg, 0.2 mmol) obtained in Example 1, (3), the title compound (...